Task: describe an organic reaction: reactants, conditions, products, and yield. Dataset: the Open Reaction Database (ORD), a public repository of structured organic reaction records Procedure details: 8 mg of dihydrogen phosphate in 1 cm3 of water, 680 mg of DL-dithiothreitol and 336 mg of 3-chloro-6-(4-fluorophenyl)[1,2,4]triazolo[4,3-b]pyridazine are added, at 20° C., to a solution of 636 mg of 1,1-dimethylethyl[2-(morpholin-4-yl)ethyl](6-thiocyanato-1,3-benzothiazol-2-yl)carbamate in 10 cm3 of ethanol degassed with argon for 5 min. The suspension is stirred at reflux for 18 h. The reaction is placed in a refrigerator overnight and then the greyish-white solid is spin-filter-dried. This sol... The yield is 32.4%. Run in O (water), C(C)O (ethanol). Product: FC1=CC=C(C=C1)C=1C=CC=2N(N1)C(=NN2)SC2=CC1=C(N=C(S1)NCCN1CCOCC1)C=C2 (6-{[6-(4-fluorophenyl)[1,2,4]triazolo[4,3-b]pyridazin-3-yl]sulphanyl}-N-[2-(morpholin-4-yl)ethyl]-1,3-benzothiazol-2-amine). Reactants: P(=O)(O)(O)[O-] (dihydrogen phosphate), SCC(O)C(O)CS (DL-dithiothreitol), ClC1=NN=C2N1N=C(C=C2)C2=CC=C(C=C2)F (3-chloro-6-(4-fluorophenyl)[1,2,4]triazolo[4,3-b]pyridazine), CC(C)(C)C1=CC(=CC2=C1N=C(S2)N(C([O-])=O)CCN2CCOCC2)SC#N (1,1-dimethylethyl[2-(morpholin-4-yl)ethyl](6-thiocyanato-1,3-benzothiazol-2-yl)carbamate). As a reaction SMILES: P([O-])(O)(O)=O.SCC(C(CS)O)O.Cl[C:15]1[N:19]2[N:20]=[C:21]([C:24]3[CH:29]=[CH:28][C:27]([F:30])=[CH:26][CH:25]=3)[CH:22]=[CH:23][C:18]2=[N:17][N:16]=1.CC([C:35]1[C:40]2[N:41]=[C:42]([N:44]([CH2:48][CH2:49][N:50]3[CH2:55][CH2:54][O:53][CH2:52][CH2:51]3)C(=O)[O-])[S:43][C:39]=2[CH:38]=[C:37]([S:56]C#N)[CH:36]=1)(C)C>O.C(O)C>[F:30][C:27]1[CH:28]=[CH:29][C:24]([C:21]2[CH:22]=[CH:23][C:18]3[N:19]([C:15]([S:56][C:37]4[CH:36]=[CH:35][C:40]5[N:41]=[C:42]([NH:44][CH2:48][CH2:49][N:50]6[CH2:55][CH2:54][O:53][CH2:52][CH2:51]6)[S:43][C:39]=5[CH:38]=4)=[N:16][N:17]=3)[N:20]=2)=[CH:25][CH:26]=1.